describe an organic reaction: reactants, conditions, products, and yield From a dataset of the Open Reaction Database (ORD), a public repository of structured organic reaction records. Starting materials: ( b ), N[C@H]1[C@@H](CCCC1)N (trans-1,2-diaminocyclohexane), CC(C#N)(O)C (acetone cyanohydrin), O (water). Reported procedure: The disclosure deals with novel synthesis involving (a) hydrogenation of a cis-3,3-dialkyl-3,4-dihydroquinoxaline-2-one in the presence of a suitable hydrogenation catalyst, at elevated temperature and pressure, to yield a cis-3,3-dialkyl decahydroquinoxaline-2-one; (b) reaction of trans-1,2-diaminocyclohexane with acetone cyanohydrin in the presence of water to yield trans-3,3-dimethyl-decahydroquinoxaline-2-one; and (c) a reaction of 1,2-diamine with a saturated acyclic or cyclic monoketone or... RXN SMILES: [NH2:1][C@@H:2]1[CH2:7][CH2:6][CH2:5][CH2:4][C@H:3]1[NH2:8].[CH3:9][C:10]([CH3:14])(O)[C:11]#N.[OH2:15]>>[CH3:9][C:10]1([CH3:14])[NH:8][C@H:3]2[C@@H:2]([CH2:7][CH2:6][CH2:5][CH2:4]2)[NH:1][C:11]1=[O:15]. The product is CC1(C(N[C@@H]2CCCC[C@H]2N1)=O)C (trans-3,3-dimethyl-decahydroquinoxaline-2-one). Reactants: C(C)N(C1=C(C=CC(=C1)OC)C=1N(C2=CC(=CC=C2C1)OC)C)CC (diethyl [5-methoxy-2-(6-methoxy-1-methyl-1H-indol-2-yl)phenyl]amine), ClN1C(CCC1=O)=O (N-chlorosuccinimide), C([O-])(O)=O.[Na+] (sodium bicarbonate). Solvent: O1CCCC1 (tetrahydrofuran). Reaction conditions: time 1 hour. Yields the product ClC1=C(N(C2=CC(=CC=C12)OC)C)C1=C(C=C(C=C1)OC)N(CC)CC ([2-(3-Chloro-6-methoxy-1-methyl-1H-indol-2-yl)-5-methoxyphenyl]diethylamine). The yield is 79.2%. RXN SMILES: [CH2:1]([N:3]([CH2:24][CH3:25])[C:4]1[CH:9]=[C:8]([O:10][CH3:11])[CH:7]=[CH:6][C:5]=1[C:12]1[N:13]([CH3:23])[C:14]2[C:19]([CH:20]=1)=[CH:18][CH:17]=[C:16]([O:21][CH3:22])[CH:15]=2)[CH3:2].[Cl:26]N1C(=O)CCC1=O.C(=O)(O)[O-].[Na+]>O1CCCC1>[Cl:26][C:20]1[C:19]2[C:14](=[CH:15][C:16]([O:21][CH3:22])=[CH:17][CH:18]=2)[N:13]([CH3:23])[C:12]=1[C:5]1[CH:6]=[CH:7][C:8]([O:10][CH3:11])=[CH:9][C:4]=1[N:3]([CH2:1][CH3:2])[CH2:24][CH3:25] |f:2.3|. Procedure details: To a solution of diethyl [5-methoxy-2-(6-methoxy-1-methyl-1H-indol-2-yl)phenyl]amine (110 mg) in tetrahydrofuran (5 ml) was added N-chlorosuccinimide (50 mg), and the solution was stirred for 1 hour at room temperature. To the reaction solution was added a saturated aqueous solution of sodium bicarbonate, the solution was extracted with ethyl acetate, then washed with brine, dried over anhydrous magnesium sulfate, and then the solvent was evaporated in vacuo. The residue was purified by silica g... The reactants are C(C)OC(=O)C=1C(=C(NC1CC(=O)O)C(=O)OC(C)(C)C)C (5-carboxymethyl-3-methyl-1H-pyrrole-2,4-dicarboxylic acid 2-tert-butyl ester 4-ethyl ester), FC(C(=O)O)(F)F (trifluoroacetic acid), [OH-].[Na+] (sodium hydroxide), C(=O)=O.C(C)O (dry ice ethanol). Solvent: ClCCl (dichloromethane). Conditions: temperature -30 celsius. The product is C(C)OC(=O)C1=C(NC=C1C)CC(=O)O (2-carboxymethyl-4-methyl-1H-pyrrole-3-carboxylic acid ethyl ester). The yield is 85.2%. As a reaction SMILES: [CH2:1]([O:3][C:4]([C:6]1[C:7]([CH3:22])=[C:8](C(OC(C)(C)C)=O)[NH:9][C:10]=1[CH2:11][C:12]([OH:14])=[O:13])=[O:5])[CH3:2].FC(F)(F)C(O)=O.C(=O)=O.C(O)C.[OH-].[Na+]>ClCCl>[CH2:1]([O:3][C:4]([C:6]1[C:7]([CH3:22])=[CH:8][NH:9][C:10]=1[CH2:11][C:12]([OH:14])=[O:13])=[O:5])[CH3:2] |f:2.3,4.5|. Reported procedure: A solution of 5-carboxymethyl-3-methyl-1H-pyrrole-2,4-dicarboxylic acid 2-tert-butyl ester 4-ethyl ester (6.3 g, 20 mmol) in 600 ml of dichloromethane and trifluoroacetic acid (120 ml, 1.55 mol) was heated to reflux under a nitrogen atmosphere for 2.5 hours. The reaction mixture was stirred in the dry ice-ethanol bath and added with aqueous sodium hydroxide solution (1.55 mol sodium hydroxide in 100 ml of water) while maintaining the temperature at −30° C. Upon completion of the addition, the mi... Product: CCOC(=O)C=C(c1ccc(OCC(C)C)c(CCC(=O)O)c1)c1ccc(OCC(C)C)cc1OCC(C)C. As a reaction SMILES: [CH2:17]([CH:18]([CH3:19])[CH3:20])[O:21][c:22]1[c:23]([C:24](=[O:25])[c:26]2[cH:27][cH:28][c:29]([O:37][CH2:38][CH:39]([CH3:40])[CH3:41])[c:30]([CH2:32][CH2:33][C:34](=[O:35])[OH:36])[cH:31]2)[cH:42][cH:43][c:44]([O:46][CH2:47][CH:48]([CH3:49])[CH3:50])[cH:45]1.[CH2:3]([O:4][P:5]([O:6][CH2:7][CH3:8])(=[O:9])[CH2:11][C:12](=[O:13])[O:14][CH2:15][CH3:16])[CH3:10].[CH3:51][CH2:52][O:53][C:54](=[O:55])[CH3:56].[CH3:57][N:58]([CH3:59])[CH:60]=[O:61].[H-:1].[Na+:2].[OH2:62]>>[CH:11]([C:12](=[O:13])[O:14][CH2:15][CH3:16])=[C:24]([c:23]1[c:22]([O:21][CH2:17][CH:18]([CH3:19])[CH3:20])[cH:45][c:44]([O:46][CH2:47][CH:48]([CH3:49])[CH3:50])[cH:43][cH:42]1)[c:26]1[cH:27][cH:28][c:29]([O:37][CH2:38][CH:39]([CH3:40])[CH3:41])[c:30]([CH2:32][CH2:33][C:34](=[O:35])[OH:36])[cH:31]1. Reactants: CC(C)COc1ccc(C(=O)c2ccc(OCC(C)C)c(CCC(=O)O)c2)c(OCC(C)C)c1, CCOC(=O)CP(=O)(OCC)OCC, CCOC(C)=O, CN(C)C=O, [H-], [Na+], O. Reactants: COc1cnc(OC2CC(C(=O)NC3(C(=O)NS(=O)(=O)C4CC4)CC3CC(F)F)N(C(=O)C(N(C(=O)[O-])C(C)(C)C)C(C)(C)C)C2)c2cc(Cl)ccc12, Cl, C1COCCO1. Product: Cl, COc1cnc(OC2CC(C(=O)NC3(C(=O)NS(=O)(=O)C4CC4)CC3CC(F)F)N(C(=O)C(N)C(C)(C)C)C2)c2cc(Cl)ccc12. As a reaction SMILES: [C:8]([N:12]([C:9](=[O:10])[O-:11])[CH:16]([C:17](=[O:18])[N:19]1[CH:20]([C:38]([NH:39][C:40]2([C:47]([NH:48][S:49](=[O:50])(=[O:51])[CH:52]3[CH2:53][CH2:54]3)=[O:55])[CH:41]([CH2:43][CH:44]([F:45])[F:46])[CH2:42]2)=[O:56])[CH2:21][CH:22]([O:24][c:25]2[n:26][cH:27][c:28]([O:36][CH3:37])[c:29]3[cH:30][cH:31][c:32]([Cl:35])[cH:33][c:34]23)[CH2:23]1)[C:57]([CH3:58])([CH3:59])[CH3:60])([CH3:13])([CH3:14])[CH3:15].[ClH:1].[O:2]1[CH2:3][CH2:4][O:5][CH2:6][CH2:7]1>>[ClH:1].[NH2:12][CH:16]([C:17](=[O:18])[N:19]1[CH:20]([C:38]([NH:39][C:40]2([C:47]([NH:48][S:49](=[O:50])(=[O:51])[CH:52]3[CH2:53][CH2:54]3)=[O:55])[CH:41]([CH2:43][CH:44]([F:45])[F:46])[CH2:42]2)=[O:56])[CH2:21][CH:22]([O:24][c:25]2[n:26][cH:27][c:28]([O:36][CH3:37])[c:29]3[cH:30][cH:31][c:32]([Cl:35])[cH:33][c:34]23)[CH2:23]1)[C:57]([CH3:58])([CH3:59])[CH3:60]. Reactants: O=C=O, CC(C)=O, CC(C)C[AlH]CC(C)C, ClC(Cl)Cl, N#Cc1cccc(C2CC(c3[nH]nc4c3C(c3cc(F)c(F)cc3F)CC(=O)N4)C2)c1. Yields the product O=Cc1cccc(C2CC(c3[nH]nc4c3C(c3cc(F)c(F)cc3F)CC(=O)N4)C2)c1. RXN SMILES: [C:36](=[O:37])=[O:38].[CH3:32][C:33]([CH3:34])=[O:35].[CH3:39][CH:40]([CH2:41][AlH:42][CH2:43][CH:44]([CH3:45])[CH3:46])[CH3:47].[Cl:48][CH:49]([Cl:50])[Cl:51].[O:1]=[C:2]1[CH2:3][CH:4]([c:23]2[c:24]([F:31])[cH:25][c:26]([F:30])[c:27]([F:29])[cH:28]2)[c:5]2[c:6]([n:8][nH:9][c:10]2[CH:11]2[CH2:12][CH:13]([c:15]3[cH:16][c:17]([C:18]#[N:19])[cH:20][cH:21][cH:22]3)[CH2:14]2)[NH:7]1>>[O:1]=[C:2]1[CH2:3][CH:4]([c:23]2[c:24]([F:31])[cH:25][c:26]([F:30])[c:27]([F:29])[cH:28]2)[c:5]2[c:6]([n:8][nH:9][c:10]2[CH:11]2[CH2:12][CH:13]([c:15]3[cH:16][c:17]([CH:18]=[O:35])[cH:20][cH:21][cH:22]3)[CH2:14]2)[NH:7]1. Reactants: C(CCCCCCCCCCCCC)NCCNCCN (N-tetradecyldiethylenetriamine), C(CC(=O)C)(=O)OC (methyl acetoacetate). The product is C(CCCCCCCCCCCCC)NCCN1CCN=C(CC1=O)C (4-tetradecylaminoethyl-7-methyl-3,6-dihydro-2H-1,4-diazepin-5-one). As a reaction SMILES: [CH2:1]([NH:15][CH2:16][CH2:17][NH:18][CH2:19][CH2:20][NH2:21])[CH2:2][CH2:3][CH2:4][CH2:5][CH2:6][CH2:7][CH2:8][CH2:9][CH2:10][CH2:11][CH2:12][CH2:13][CH3:14].[C:22](OC)(=[O:27])[CH2:23][C:24]([CH3:26])=O>>[CH2:1]([NH:15][CH2:16][CH2:17][N:18]1[C:22](=[O:27])[CH2:23][C:24]([CH3:26])=[N:21][CH2:20][CH2:19]1)[CH2:2][CH2:3][CH2:4][CH2:5][CH2:6][CH2:7][CH2:8][CH2:9][CH2:10][CH2:11][CH2:12][CH2:13][CH3:14]. Procedure details: Into an apparatus similar to that in Example 1, were charged 299.5 g (1 mole) of N-tetradecyldiethylenetriamine and 116.1 g (1 mole) of methyl acetoacetate. At 150° to 160° C., 18 g of water and 32 g of methanol were distilled off to obtain 4-tetradecylaminoethyl-7-methyl-3,6-dihydro-2H-1,4-diazepin-5-one. The reactants are FC=1C=C(C=C(C1)F)C=1C(C(OC1C1=CC(=C(C=C1)SC)C)(C)C)=O (4-(3,5-Difluorophenyl)-2,2-dimethyl-5-{3-methyl-4-(methylthio)phenyl}-3(2H)-furanone), ClC=1C=C(C(=O)OO)C=CC1 (m-chloroperoxybenzoic acid), C([O-])(O)=O.[Na+] (sodium bicarbonate). The product is FC=1C=C(C=C(C1)F)C=1C(C(OC1C1=CC(=C(C=C1)S(=O)C)C)(C)C)=O (4-(3,5-difluorophenyl)-2,2-dimethyl-5-{3-methyl-4-(methylsulfinyl)phenyl}-3(2H)-furanone). Run in ClCCl (dichloromethane). Run at temperature 0 celsius. As a reaction SMILES: [F:1][C:2]1[CH:3]=[C:4]([C:9]2[C:10](=[O:25])[C:11]([CH3:24])([CH3:23])[O:12][C:13]=2[C:14]2[CH:19]=[CH:18][C:17]([S:20][CH3:21])=[C:16]([CH3:22])[CH:15]=2)[CH:5]=[C:6]([F:8])[CH:7]=1.ClC1C=C(C=CC=1)C(OO)=[O:31].C(=O)(O)[O-].[Na+]>ClCCl>[F:1][C:2]1[CH:3]=[C:4]([C:9]2[C:10](=[O:25])[C:11]([CH3:23])([CH3:24])[O:12][C:13]=2[C:14]2[CH:19]=[CH:18][C:17]([S:20]([CH3:21])=[O:31])=[C:16]([CH3:22])[CH:15]=2)[CH:5]=[C:6]([F:8])[CH:7]=1 |f:2.3|. Yield: 63.1%. Reported procedure: To 320 mg of 4-(3,5-difluorophenyl)-2,2-dimethyl-5-{3-methyl-4-(methylthio)phenyl}-3(2H)-furanone (Example 381) in 50 ml dichloromethane, was added 172 mg of 70% m-chloroperoxybenzoic acid. The mixture was stirred at 0° C. for an hour, which was followed by addition of 30 ml 5% aqueous sodium bicarbonate. The solution was stirred for another 10 minutes. Then the mixture was concentrated in vacuo, and was extracted with 50 ml water and dichloromethane (30 ml×3). Then the organic layer was concent...